This data is from the Open Reaction Database (ORD), a public repository of structured organic reaction records. The task is: describe an organic reaction: reactants, conditions, products, and yield Starting materials: Cl (hydrochloric acid), [OH-].[K+] (potassium hydroxide), OC1=CC=CC(=C1C(C)=O)OCC(=O)OC (6′-hydroxy-2′-(methoxycarbonylmethoxy)acetophenone), BrC1=CC=C(C=O)C=C1 (4-bromobenzaldehyde). Solvent: O (water), C(C)O (ethanol). Conditions: time 8 hour. Product: BrC1=CC=C(C=C1)C=CC(=O)C1=C(C=CC=C1O)OCC(=O)O (4-bromo-2′-(carboxymethoxy)-6′-hydroxychalcone). Yield: 100.0%. RXN SMILES: [OH:1][C:2]1[C:7]([C:8](=[O:10])[CH3:9])=[C:6]([O:11][CH2:12][C:13]([O:15]C)=[O:14])[CH:5]=[CH:4][CH:3]=1.[Br:17][C:18]1[CH:25]=[CH:24][C:21]([CH:22]=O)=[CH:20][CH:19]=1.[OH-].[K+].Cl>C(O)C.O>[Br:17][C:18]1[CH:25]=[CH:24][C:21]([CH:22]=[CH:9][C:8]([C:7]2[C:2]([OH:1])=[CH:3][CH:4]=[CH:5][C:6]=2[O:11][CH2:12][C:13]([OH:15])=[O:14])=[O:10])=[CH:20][CH:19]=1 |f:2.3|. Reported procedure: To a mixture of 6′-hydroxy-2′-(methoxycarbonylmethoxy)acetophenone (2.24 g) and 4-bromobenzaldehyde (2.78 g) in ethanol (30 mL) were added water (10 mL) and potassium hydroxide (6.73 g), and the mixture was stirred at room temperature overnight. To the reaction mixture was added 2 mol/L hydrochloric acid (70 mL), and the precipitated crystals were collected by filtration. The crystals were washed with water and dried under reduced pressure to give 4-bromo-2′-(carboxymethoxy)-6′-hydroxychalcone (... Starting materials: COCCO[Al+]OCCOC, [H-], [H-], [Na+], [Na+], C1CCOC1, [OH-], O=C(O)c1n[nH]c2ccccc12. Product: OCc1n[nH]c2ccccc12. Reaction SMILES: [CH3:14][O:15][CH2:16][CH2:17][O:18][Al+:19][O:20][CH2:21][CH2:22][O:23][CH3:24].[H-:13].[H-:26].[Na+:25].[Na+:28].[O:29]1[CH2:30][CH2:31][CH2:32][CH2:33]1.[OH-:27].[nH:1]1[n:2][c:3]([C:10](=[O:11])[OH:12])[c:4]2[cH:5][cH:6][cH:7][cH:8][c:9]12>>[nH:1]1[n:2][c:3]([CH2:10][OH:11])[c:4]2[cH:5][cH:6][cH:7][cH:8][c:9]12. Reactants: C(=O)([O-])[O-].[K+].[K+] (K2CO3), C1(=CC=CC=C1)B(O)O (phenylboronic acid), BrC1=C(C=C(C=O)C=C1)[N+](=O)[O-] (4-bromo-3-nitrobenzaldehyde). Reagents/catalysts: C=1C=CC(=CC1)[P](C=2C=CC=CC2)(C=3C=CC=CC3)[Pd]([P](C=4C=CC=CC4)(C=5C=CC=CC5)C=6C=CC=CC6)([P](C=7C=CC=CC7)(C=8C=CC=CC8)C=9C=CC=CC9)[P](C=1C=CC=CC1)(C=1C=CC=CC1)C=1C=CC=CC1 (Pd(PPh3)4). The solvent is O (water), C1(=CC=CC=C1)C (toluene), CCOCC (Et2O). Reaction conditions: temperature 110 celsius, time 15 hour. Product: [N+](=O)([O-])C1=C(C=CC(=C1)C=O)C1=CC=CC=C1 (2-nitrobiphenyl-4-carbaldehyde). Isolated yield 59.0%. Reaction SMILES: Br[C:2]1[CH:9]=[CH:8][C:5]([CH:6]=[O:7])=[CH:4][C:3]=1[N+:10]([O-:12])=[O:11].[C:13]1(B(O)O)[CH:18]=[CH:17][CH:16]=[CH:15][CH:14]=1.C([O-])([O-])=O.[K+].[K+]>C1(C)C=CC=CC=1.O.CCOCC.C1C=CC([P]([Pd]([P](C2C=CC=CC=2)(C2C=CC=CC=2)C2C=CC=CC=2)([P](C2C=CC=CC=2)(C2C=CC=CC=2)C2C=CC=CC=2)[P](C2C=CC=CC=2)(C2C=CC=CC=2)C2C=CC=CC=2)(C2C=CC=CC=2)C2C=CC=CC=2)=CC=1>[N+:10]([C:3]1[CH:4]=[C:5]([CH:6]=[O:7])[CH:8]=[CH:9][C:2]=1[C:13]1[CH:18]=[CH:17][CH:16]=[CH:15][CH:14]=1)([O-:12])=[O:11] |f:2.3.4,^1:44,46,65,84|. Procedure: A 250-mL 3-necked round-bottom flask was charged with a solution of 4-bromo-3-nitrobenzaldehyde (11.5 g, 50.00 mmol, 1.00 equiv) in toluene (80 mL). To this was added phenylboronic acid (6.7 g, 54.92 mmol, 1.10 equiv), followed by the addition of a solution of K2CO3 (13.8 g, 100.00 mmol, 2.00 equiv) in water (50 mL). To the mixture was added Pd(PPh3)4 (1.2 g, 1.04 mmol, 0.02 equiv) in one portion. The resulting solution was stirred at 110° C. for 15 hours. Upon completion, the reaction mixture w... The product is NCCC(=O)NC1=C(C=CC(=C1)Cl)OCC(=O)N1[C@@H](CN(CC1)CC1=CC=C(C=C1)F)C ((2R)-3-Amino-N-(5-chloro-2-{2-[4-(4-fluoro-benzyl)-2-methyl-piperazin-1-yl]-2-oxo-ethoxy}-phenyl)-propionamide). Procedure: To a solution of [2-(5-chloro-2-{2-[4-(4-fluoro-benzyl)-2-methyl-piperazin-1-yl]-2-oxo-ethoxy}-phenylcarbamoyl)-ethyl]-carbamic acid tert-butyl ester (0.110 g, 0.2 mmol) in methylene chloride (3 mL) was added trifluoroacetic acid (0.50 mL). The reaction was stirred for 2 hours at ambient temperature then diluted with saturated aqueous sodium hydrogen carbonate. The mixture was extracted with methylene chloride and the combined organics were dried over magnesium sulfate, filtered and concentrated... Starting materials: C(C)(C)(C)OC(NCCC(NC1=C(C=CC(=C1)Cl)OCC(=O)N1C(CN(CC1)CC1=CC=C(C=C1)F)C)=O)=O ([2-(5-chloro-2-{2-[4-(4-fluoro-benzyl)-2-methyl-piperazin-1-yl]-2-oxo-ethoxy}-phenylcarbamoyl)-ethyl]-carbamic acid tert-butyl ester), FC(C(=O)O)(F)F (trifluoroacetic acid). Run in C(O)([O-])=O.[Na+] (sodium hydrogen carbonate), C(Cl)Cl (methylene chloride). Isolated yield 74.5%. As a reaction SMILES: C(OC(=O)[NH:7][CH2:8][CH2:9][C:10](=[O:38])[NH:11][C:12]1[CH:17]=[C:16]([Cl:18])[CH:15]=[CH:14][C:13]=1[O:19][CH2:20][C:21]([N:23]1[CH2:28][CH2:27][N:26]([CH2:29][C:30]2[CH:35]=[CH:34][C:33]([F:36])=[CH:32][CH:31]=2)[CH2:25][CH:24]1[CH3:37])=[O:22])(C)(C)C.FC(F)(F)C(O)=O>C(Cl)Cl.C(=O)([O-])O.[Na+]>[NH2:7][CH2:8][CH2:9][C:10]([NH:11][C:12]1[CH:17]=[C:16]([Cl:18])[CH:15]=[CH:14][C:13]=1[O:19][CH2:20][C:21]([N:23]1[CH2:28][CH2:27][N:26]([CH2:29][C:30]2[CH:31]=[CH:32][C:33]([F:36])=[CH:34][CH:35]=2)[CH2:25][C@H:24]1[CH3:37])=[O:22])=[O:38] |f:3.4|. Reaction conditions: time 2 hour.